The task is: describe an organic reaction: reactants, conditions, products, and yield. This data is from the Open Reaction Database (ORD), a public repository of structured organic reaction records. Starting materials: CS(=O)(=O)O, [Cl-], Nc1ccc(-c2cn3ncccc3n2)cc1, c1ccncc1. The product is CS(=O)(=O)Nc1ccc(-c2cn3ncccc3n2)cc1. Reaction SMILES: [CH3:2][S:3](=[O:4])(=[O:5])[OH:6].[Cl-:1].[NH2:7][c:8]1[cH:9][cH:10][c:11](-[c:14]2[n:15][c:16]3[n:17]([n:18][cH:19][cH:20][cH:21]3)[cH:22]2)[cH:12][cH:13]1.[cH:23]1[cH:24][cH:25][n:26][cH:27][cH:28]1>>[CH3:2][S:3](=[O:4])(=[O:6])[NH:7][c:8]1[cH:9][cH:10][c:11](-[c:14]2[n:15][c:16]3[n:17]([n:18][cH:19][cH:20][cH:21]3)[cH:22]2)[cH:12][cH:13]1. Reactants: C1(C=2C(C(N1CC1=C(C=CC=C1)C=1C(=CC=CC1)C(=O)O)=O)=CC=CC2)=O (2′-phthalimidomethylbiphenyl-2-carboxylic acid), C(CC(C)C)N (isopentylamine), C=1C=CC2=C(C1)N=NN2O (HOBT), CC(N=C=NC(C)C)C (DIC). Product: C(CC(C)C)NC(=O)C=1C(=CC=CC1)C1=C(C=CC=C1)CN1C(C=2C(C1=O)=CC=CC2)=O (2′-phthalimidomethylbiphenyl-2-carboxylic acid isopentylamide). As a reaction SMILES: [C:1]1(=[O:27])[N:5]([CH2:6][C:7]2[CH:12]=[CH:11][CH:10]=[CH:9][C:8]=2[C:13]2[C:14]([C:19](O)=[O:20])=[CH:15][CH:16]=[CH:17][CH:18]=2)[C:4](=[O:22])[C:3]2=[CH:23][CH:24]=[CH:25][CH:26]=[C:2]12.[CH2:28]([NH2:33])[CH2:29][CH:30]([CH3:32])[CH3:31].C1C=CC2N(O)N=NC=2C=1.CC(C)N=C=NC(C)C>>[CH2:28]([NH:33][C:19]([C:14]1[C:13]([C:8]2[CH:9]=[CH:10][CH:11]=[CH:12][C:7]=2[CH2:6][N:5]2[C:4](=[O:22])[C:3]3=[CH:23][CH:24]=[CH:25][CH:26]=[C:2]3[C:1]2=[O:27])=[CH:18][CH:17]=[CH:16][CH:15]=1)=[O:20])[CH2:29][CH:30]([CH3:32])[CH3:31]. Procedure: From 3 g (8.4 mmol) of 2′-phthalimidomethylbiphenyl-2-carboxylic acid (precursor 2), by reaction with isopentylamine in the presence of HOBT and DIC, 3.2 g of 2′-phthalimidomethylbiphenyl-2-carboxylic acid isopentylamide were obtained; m.p. 169° C. The product was dissolved in 100 ml of methanol and treated with 5 ml of hydrazine hydrate. After stirring at 40° C. for 1 h, the cooled reaction mixture was filtered. The filtrate was concentrated and the residue was taken up in methylene chloride. A... Reactants: C1(=CC=CC=C1)NC(C1C(C(=O)OCC)O1)=O (ethyl N-phenyl-2,3-epoxysuccinamate), C(C)(C)O (isopropanol), S(O)(O)(=O)=O (sulfuric acid). The solvent is C1=CC=CC=C1 (benzene), C1=CC=CC=C1 (benzene). Yields the product C1(=CC=CC=C1)NC(C1C(C(=O)OC(C)C)O1)=O (isopropyl N-phenyl-2,3-epoxysuccinamate). Yield: 77.4%. Reaction SMILES: [C:1]1([NH:7][C:8](=[O:17])[CH:9]2[O:16][CH:10]2[C:11]([O:13][CH2:14][CH3:15])=[O:12])[CH:6]=[CH:5][CH:4]=[CH:3][CH:2]=1.[CH:18](O)(C)C.S(=O)(=O)(O)O>C1C=CC=CC=1>[C:1]1([NH:7][C:8](=[O:17])[CH:9]2[O:16][CH:10]2[C:11]([O:13][CH:14]([CH3:18])[CH3:15])=[O:12])[CH:2]=[CH:3][CH:4]=[CH:5][CH:6]=1. Procedure: To a solution of ethyl N-phenyl-2,3-epoxysuccinamate (Compound No. 1) (0.5 g) and isopropanol (1.0 g) in benzene (30 ml), a catalystic amount of a concentrated sulfuric acid was added, the mixture was refluxed for 5 hours. The reaction mixture was washed with a saturated aqueous sodium chloride solution, dried over magnesium sulfate and concentrated to dryness. The residue thus obtained was treated by silica gel column chromatography using benzene as a developer and the resulting crude crystals ... Reactants: c1ccc(C(c2ccccc2)N2CCNCC2)cc1, COC(=O)c1cc(Cl)ccc1NC(=O)CN(C)CC(=O)O. Yields the product COC(=O)c1cc(Cl)ccc1NC(=O)CN(C)CC(=O)N1CCN(C(c2ccccc2)c2ccccc2)CC1. As a reaction SMILES: [CH:1]([c:2]1[cH:3][cH:4][cH:5][cH:6][cH:7]1)([c:8]1[cH:9][cH:10][cH:11][cH:12][cH:13]1)[N:14]1[CH2:15][CH2:16][NH:17][CH2:18][CH2:19]1.[Cl:20][c:21]1[cH:22][c:23]([C:37](=[O:38])[O:39][CH3:40])[c:24]([NH:27][C:28]([CH2:29][N:30]([CH2:31][C:32](=[O:33])[OH:34])[CH3:35])=[O:36])[cH:25][cH:26]1>>[CH:1]([c:2]1[cH:3][cH:4][cH:5][cH:6][cH:7]1)([c:8]1[cH:9][cH:10][cH:11][cH:12][cH:13]1)[N:14]1[CH2:15][CH2:16][N:17]([C:32]([CH2:31][N:30]([CH2:29][C:28]([NH:27][c:24]2[c:23]([C:37](=[O:38])[O:39][CH3:40])[cH:22][c:21]([Cl:20])[cH:26][cH:25]2)=[O:36])[CH3:35])=[O:33])[CH2:18][CH2:19]1. Starting materials: C(C1=CC=CC=C1)OC=1C(=NC=CC1OC)C(=O)O (3-Benzyloxy-4-methoxypicolinic acid), C(=O)(N1C=NC=C1)N1C=NC=C1 (carbonyldiimidazole), CN(C)C=O (DMF), CN(C)C=O (DMF), O(C1=CC=CC=C1)C1=CC=C(N)C=C1 (4-phenoxyaniline), suspension. Run in O (Water). Conditions: time 8 hour. Product: C(C1=CC=CC=C1)OC=1C(=NC=CC1OC)C(=O)NC1=CC=C(C=C1)OC1=CC=CC=C1 (3-Benzyloxy-4-methoxy-4′-phenoxypicolinanilide). Yield: 71.3%. As a reaction SMILES: [CH2:1]([O:8][C:9]1[C:10]([C:17]([OH:19])=O)=[N:11][CH:12]=[CH:13][C:14]=1[O:15][CH3:16])[C:2]1[CH:7]=[CH:6][CH:5]=[CH:4][CH:3]=1.C(N1C=CN=C1)(N1C=CN=C1)=O.CN(C=O)C.[O:37]([C:44]1[CH:50]=[CH:49][C:47]([NH2:48])=[CH:46][CH:45]=1)[C:38]1[CH:43]=[CH:42][CH:41]=[CH:40][CH:39]=1>O>[CH2:1]([O:8][C:9]1[C:10]([C:17]([NH:48][C:47]2[CH:46]=[CH:45][C:44]([O:37][C:38]3[CH:43]=[CH:42][CH:41]=[CH:40][CH:39]=3)=[CH:50][CH:49]=2)=[O:19])=[N:11][CH:12]=[CH:13][C:14]=1[O:15][CH3:16])[C:2]1[CH:3]=[CH:4][CH:5]=[CH:6][CH:7]=1. Reported procedure: 3-Benzyloxy-4-methoxypicolinic acid (0.65 g, 2.5 mmol) and 0.50 g (3.0 mmol) of carbonyldiimidazole were mixed into anhydrous DMF to prepare a suspension (8 ml). An anhydrous DMF solution (2 ml) of 0.56 g (3.0 mmol) of 4-phenoxyaniline was added dropwise to this suspension, and a reaction was allowed to proceed at room temperature overnight. Water (10 ml) was added to the reaction mixture, followed by extraction with ethyl acetate. The organic layer was dried over anhydrous sodium sulfate, and t... The reactants are [Br-], COC(=O)c1ccnc(Cl)c1, FC(F)(F)c1ccccc1C[Zn+], C1CCOC1. Product: COC(=O)c1ccnc(Cc2ccccc2C(F)(F)F)c1. Reaction SMILES: [Br-:1].[Cl:14][c:15]1[cH:16][c:17]([C:18](=[O:19])[O:20][CH3:21])[cH:22][cH:23][n:24]1.[F:2][C:3]([c:4]1[c:5]([CH2:6][Zn+:7])[cH:8][cH:9][cH:10][cH:11]1)([F:12])[F:13].[O:25]1[CH2:26][CH2:27][CH2:28][CH2:29]1>>[F:2][C:3]([c:4]1[c:5]([CH2:6][c:15]2[cH:16][c:17]([C:18](=[O:19])[O:20][CH3:21])[cH:22][cH:23][n:24]2)[cH:8][cH:9][cH:10][cH:11]1)([F:12])[F:13].